Dataset: the Open Reaction Database (ORD), a public repository of structured organic reaction records. Task: describe an organic reaction: reactants, conditions, products, and yield Reactants: NC1=CC=C(C2=C1CCN(CC2)C)Cl (9-Amino-6-chloro-3-methyl-2,3,4,5-tetrahydro-1H-3-benzazepine), 4h. The reagents and catalysts are [Pd] (Pd/C). Solvent: C(C)(=O)O (acetic acid), CO (methanol). The product is NC1=CC=CC=2CCN(CCC21)C (6-Amino-3-methyl-2,3,4,5-tetrahydro-1H-3-benzazepine). RXN SMILES: [NH2:1][C:2]1[C:7]2[CH2:8][CH2:9][N:10]([CH3:13])[CH2:11][CH2:12][C:6]=2[C:5](Cl)=[CH:4][CH:3]=1>C(O)(=O)C.CO.[Pd]>[NH2:1][C:2]1[C:7]2[CH2:8][CH2:9][N:10]([CH3:13])[CH2:11][CH2:12][C:6]=2[CH:5]=[CH:4][CH:3]=1. Reported procedure: 9-Amino-6-chloro-3-methyl-2,3,4,5-tetrahydro-1H-3-benzazepine, prepared according to R. M. DeMarinis et al, J. Med. Chem., 1984, 27, 918, (0.190 g, 0.90 mmol) was dissolved in 10% acetic acid in methanol (50 ml) and 10% Pd/C (150 mg) added. The mixture was stirred at room temperature, under hydrogen/atmos pressure for 4h, then filtered through Kieselguhr and evaporated in vacuo. Residual material was taken up into dichloromethane and 5% NaHCO3 solution; the organic layer was washed with brine, d... Reactants: S=C(Cl)Cl, Cl, COc1cc2ncnc(Nc3ccc(F)c(Cl)c3)c2cc1N. Product: COc1cc2ncnc(Nc3ccc(F)c(Cl)c3)c2cc1N=C=S. As a reaction SMILES: [Cl:1][C:2]([Cl:3])=[S:4].[ClH:27].[NH2:5][c:6]1[cH:7][c:8]2[c:9]([NH:18][c:19]3[cH:20][c:21]([Cl:26])[c:22]([F:25])[cH:23][cH:24]3)[n:10][cH:11][n:12][c:13]2[cH:14][c:15]1[O:16][CH3:17]>>[C:2](=[S:4])=[N:5][c:6]1[cH:7][c:8]2[c:9]([NH:18][c:19]3[cH:20][c:21]([Cl:26])[c:22]([F:25])[cH:23][cH:24]3)[n:10][cH:11][n:12][c:13]2[cH:14][c:15]1[O:16][CH3:17]. Reactants: CCNC(=O)C1CC(OS(C)(=O)=O)CN1C(=O)OC(C)(C)C, CN(C)C=O, COc1ccc(CS)cc1, [Cl-], [H-], [Na+], [Na+]. The product is CCNC(=O)C1CC(SCc2ccc(OC)cc2)CN1C(=O)OC(C)(C)C. Reaction SMILES: [C:13]([CH3:14])([CH3:15])([CH3:16])[O:17][C:18](=[O:19])[N:20]1[CH:21]([C:30]([NH:31][CH2:32][CH3:33])=[O:34])[CH2:22][CH:23]([O:25][S:26]([CH3:27])(=[O:28])=[O:29])[CH2:24]1.[CH3:37][N:38]([CH3:39])[CH:40]=[O:41].[CH3:3][O:4][c:5]1[cH:6][cH:7][c:8]([CH2:9][SH:10])[cH:11][cH:12]1.[Cl-:36].[H-:1].[Na+:2].[Na+:35]>>[CH3:3][O:4][c:5]1[cH:6][cH:7][c:8]([CH2:9][S:10][CH:23]2[CH2:22][CH:21]([C:30]([NH:31][CH2:32][CH3:33])=[O:34])[N:20]([C:18]([O:17][C:13]([CH3:14])([CH3:15])[CH3:16])=[O:19])[CH2:24]2)[cH:11][cH:12]1. As a reaction SMILES: [NH:1]1[C:5](=[O:6])[CH2:4][CH2:3][C@H:2]1[C:7]([OH:9])=O.[CH3:10][O:11][C:12]1[CH:13]=[C:14]2[C:19](=[CH:20][C:21]=1[O:22][CH3:23])[CH2:18][CH:17]([NH2:24])[CH2:16][CH2:15]2.CCOC1N(C(OCC)=O)C2C(=CC=CC=2)C=C1.O>CC#N.CCOCC.C(Cl)(Cl)Cl>[NH:1]1[C:5](=[O:6])[CH2:4][CH2:3][C@H:2]1[C:7]([NH:24][CH:17]1[CH2:16][CH2:15][C:14]2[C:19](=[CH:20][C:21]([O:22][CH3:23])=[C:12]([O:11][CH3:10])[CH:13]=2)[CH2:18]1)=[O:9]. Solvent: CC#N (CH3CN), C(Cl)(Cl)Cl (CHCl3), CCOCC (Et2O). Starting materials: N1[C@@H](CCC1=O)C(=O)O (L-pyroglutamic acid), COC=1C=C2CCC(CC2=CC1OC)N (1,2,3,4-tetrahydro-6,7-dimethoxy-2-naphtylamine), CCOC1C=CC2=CC=CC=C2N1C(=O)OCC (EEDQ), O (water). The yield is 81.6%. Yields the product N1[C@@H](CCC1=O)C(=O)NC1CC2=CC(=C(C=C2CC1)OC)OC (N-(L-pyroglutamyl)-1,2,3,4-tetrahydro-6,7-dimethoxy-2-naphtylamine). Procedure details: To L-pyroglutamic acid (1 g, 7.7 mmoles) in CH3CN (80 mL), 1,2,3,4-tetrahydro-6,7-dimethoxy-2-naphtylamine (1.59 g, 7.7 mmoles) and EEDQ (2.85 g, 11 mmoles) were added under stirring. To the resulting mixture water was added till complete solubilization and the solution was kept at room temperature under stirring for 20 hours. The solvent was evapored and the residue taken up with CHCl3. Et2O was added under stirring. The solid which formed was filtered off giving 2 g of the title compound. Yiel... Starting materials: Cl2Pd(dppf)CH2Cl2, BrC1=CC=C(C=C1)[C@H](C)N(C(OC(C)(C)C)=O)C1=NC=CC(=N1)N1C(OC[C@@H]1C(C)C)=O (tert-butyl (S)-1-(4-bromophenyl)ethyl(4-((S)-4-isopropyl-2-oxooxazolidin-3-yl)pyrimidin-2-yl)carbamate), CN1N=CC(=C1)B1OC(C(O1)(C)C)(C)C (1-methyl-4-(4,4,5,5-tetramethyl-1,3,2-dioxaborolan-2-yl)-1H-pyrazole), C([O-])(O)=O.[Na+] (Sodium bicarbonate), N#N (N2). Solvent: O1CCOCC1 (Dioxane), CCOC(=O)C (EtOAc). Conditions: temperature 100 celsius. Yields the product C(C)(C)[C@@H]1N(C(OC1)=O)C1=NC(=NC=C1)N(C(OC(C)(C)C)=O)[C@@H](C)C1=CC=C(C=C1)C=1C=NN(C1)C (tert-butyl 4-((S)-4-isopropyl-2-oxooxazolidin-3-yl)pyrimidin-2-yl((S)-1-(4-(1-methyl-1H-pyrazol-4-yl)phenyl)ethyl)carbamate). Isolated yield 49.3%. As a reaction SMILES: Br[C:2]1[CH:7]=[CH:6][C:5]([C@@H:8]([N:10]([C:18]2[N:23]=[C:22]([N:24]3[C@@H:28]([CH:29]([CH3:31])[CH3:30])[CH2:27][O:26][C:25]3=[O:32])[CH:21]=[CH:20][N:19]=2)[C:11](=[O:17])[O:12][C:13]([CH3:16])([CH3:15])[CH3:14])[CH3:9])=[CH:4][CH:3]=1.[CH3:33][N:34]1[CH:38]=[C:37](B2OC(C)(C)C(C)(C)O2)[CH:36]=[N:35]1.C(=O)(O)[O-].[Na+].N#N>O1CCOCC1.CCOC(C)=O>[CH:29]([C@H:28]1[CH2:27][O:26][C:25](=[O:32])[N:24]1[C:22]1[CH:21]=[CH:20][N:19]=[C:18]([N:10]([C@H:8]([C:5]2[CH:6]=[CH:7][C:2]([C:37]3[CH:36]=[N:35][N:34]([CH3:33])[CH:38]=3)=[CH:3][CH:4]=2)[CH3:9])[C:11](=[O:17])[O:12][C:13]([CH3:16])([CH3:15])[CH3:14])[N:23]=1)([CH3:31])[CH3:30] |f:2.3|. Procedure: In a 5 mL microwave vial a solution of tert-butyl (S)-1-(4-bromophenyl)ethyl(4-((S)-4-isopropyl-2-oxooxazolidin-3-yl)pyrimidin-2-yl)carbamate (101 mg, 0.2 mmol), 1-methyl-4-(4,4,5,5-tetramethyl-1,3,2-dioxaborolan-2-yl)-1H-pyrazole (50 mg, 0.24 mmol), Sodium bicarbonate (0.2 mL, 0.4 mmol, 2 M aqueous solution) in Dioxane (2 mL) was bubbled N2 for 3 min then Cl2Pd(dppf)CH2Cl2 (16 mg, 0.02 mmol) was added. The capped tube was heated to 100° C. for 16 h. After cooling the reaction mixture was dilute... Reactants: CO, CCOC(=O)CCCCn1c(=O)c2[nH]c(Cl)nc2n(CC)c1=O, [Li+], [OH-], O. The product is CCn1c(=O)n(CCCCC(=O)O)c(=O)c2[nH]c(Cl)nc21. RXN SMILES: [CH3:27][OH:28].[Cl:1][c:2]1[n:3][c:4]2[n:5]([CH2:22][CH3:23])[c:6](=[O:21])[n:7]([CH2:12][CH2:13][CH2:14][CH2:15][C:16](=[O:17])[O:18][CH2:19][CH3:20])[c:8](=[O:11])[c:9]2[nH:10]1.[Li+:25].[OH-:26].[OH2:24]>>[Cl:1][c:2]1[n:3][c:4]2[n:5]([CH2:22][CH3:23])[c:6](=[O:21])[n:7]([CH2:12][CH2:13][CH2:14][CH2:15][C:16](=[O:17])[OH:18])[c:8](=[O:11])[c:9]2[nH:10]1. Reactants: C(\C=C/C(=O)O)(=O)O.C(C)(C)(C)N=C(NC1=NC(=CC=C1)SCCCC#N)N (4-[2-(2-t-butylguanidino)pyrid-6-yl thio]butyronitrile hydrogen maleate), [OH-].[Na+] (NaOH). Run in S(O)(O)(=O)=O (sulphuric acid). Yields the product C(\C=C/C(=O)O)(=O)O.N(C(=N)N)C1=NC(=CC=C1)SCCCC(=O)N (4-(2-guanidinopyrid-6-ylthio)butyramide hydrogen maleate). RXN SMILES: [C:1]([OH:8])(=[O:7])/[CH:2]=[CH:3]\[C:4]([OH:6])=[O:5].C([N:13]=[C:14]([NH2:28])[NH:15][C:16]1[CH:21]=[CH:20][CH:19]=[C:18]([S:22][CH2:23][CH2:24][CH2:25][C:26]#[N:27])[N:17]=1)(C)(C)C.[OH-:29].[Na+]>S(=O)(=O)(O)O>[C:1]([OH:8])(=[O:7])/[CH:2]=[CH:3]\[C:4]([OH:6])=[O:5].[NH:15]([C:16]1[CH:21]=[CH:20][CH:19]=[C:18]([S:22][CH2:23][CH2:24][CH2:25][C:26]([NH2:27])=[O:29])[N:17]=1)[C:14]([NH2:28])=[NH:13] |f:0.1,2.3,5.6|. Procedure: A solution of 4-[2-(2-t-butylguanidino)pyrid-6-yl thio]butyronitrile hydrogen maleate (0.1 g.) in concentrated sulphuric acid (0.5 ml.) was kept at room temperature for 72 hours. The solution was added to crushed ice and then basified with 10N aqueous NaOH and the mixture extracted three times with EtOAc. The combined extracts were dried and evaporated to dryness. A solution of the residue in acetone was added to a solution of maleic acid in acetone, and the crystalline precipitate was collected...